Dataset: the Open Reaction Database (ORD), a public repository of structured organic reaction records. Task: describe an organic reaction: reactants, conditions, products, and yield Reactants: O=[N+]([O-])c1ccc(F)c(Cl)c1, OCc1cccc(F)c1, [H-], [Na+], CN(C)C=O, O. Product: O=[N+]([O-])c1ccc(OCc2cccc(F)c2)c(Cl)c1. Reaction SMILES: [Cl:13][c:14]1[c:15]([F:23])[cH:16][cH:17][c:18]([N+:20](=[O:21])[O-:22])[cH:19]1.[F:4][c:5]1[cH:6][c:7]([CH2:11][OH:12])[cH:8][cH:9][cH:10]1.[H-:1].[Na+:2].[O:24]=[CH:25][N:26]([CH3:27])[CH3:28].[OH2:3]>>[F:4][c:5]1[cH:6][c:7]([CH2:11][O:12][c:15]2[c:14]([Cl:13])[cH:19][c:18]([N+:20](=[O:21])[O-:22])[cH:17][cH:16]2)[cH:8][cH:9][cH:10]1.